From a dataset of the Open Reaction Database (ORD), a public repository of structured organic reaction records. describe an organic reaction: reactants, conditions, products, and yield The reactants are Brc1ccc(N2CCOCC2)cc1, CON(C)C(=O)c1ccc(Br)cc1, [Li]CCCC, CCCCCC, C1CCOC1. Product: O=C(c1ccc(Br)cc1)c1ccc(N2CCOCC2)cc1. Reaction SMILES: [Br:12][c:13]1[cH:14][cH:15][c:16]([N:19]2[CH2:20][CH2:21][O:22][CH2:23][CH2:24]2)[cH:17][cH:18]1.[Br:25][c:26]1[cH:27][cH:28][c:29]([C:30](=[O:31])[N:32]([O:33][CH3:34])[CH3:35])[cH:36][cH:37]1.[CH2:1]([Li:2])[CH2:3][CH2:4][CH3:5].[CH3:6][CH2:7][CH2:8][CH2:9][CH2:10][CH3:11].[O:38]1[CH2:39][CH2:40][CH2:41][CH2:42]1>>[c:13]1([C:30]([c:29]2[cH:28][cH:27][c:26]([Br:25])[cH:37][cH:36]2)=[O:31])[cH:14][cH:15][c:16]([N:19]2[CH2:20][CH2:21][O:22][CH2:23][CH2:24]2)[cH:17][cH:18]1. The reactants are CC1=C(C=C(C=C1)C)N1CCN(CC1)CC1=CC=CC=C1 (4-(2,5-dimethylphenyl)-1-benzylpiperazine), CN(C)C=O (DMF), O=P(Cl)(Cl)Cl (POCl3). Run at temperature 0 celsius. Yields the product CC1=C(C=C(C(=C1)C=O)C)N1CCN(CC1)CC1=CC=CC=C1 (4-(2,5-Dimethyl-4-formylphenyl)-1-benzylpiperazine). Yield: 81.1%. Reaction SMILES: [CH3:1][C:2]1[CH:7]=[CH:6][C:5]([CH3:8])=[CH:4][C:3]=1[N:9]1[CH2:14][CH2:13][N:12]([CH2:15][C:16]2[CH:21]=[CH:20][CH:19]=[CH:18][CH:17]=2)[CH2:11][CH2:10]1.CN([CH:25]=[O:26])C.O=P(Cl)(Cl)Cl>>[CH3:1][C:2]1[CH:7]=[C:6]([CH:25]=[O:26])[C:5]([CH3:8])=[CH:4][C:3]=1[N:9]1[CH2:14][CH2:13][N:12]([CH2:15][C:16]2[CH:21]=[CH:20][CH:19]=[CH:18][CH:17]=2)[CH2:11][CH2:10]1. Procedure details: The 4-(2,5-dimethylphenyl)-1-benzylpiperazine (10 g, 36 mmol) was dissolved in anhydrous DMF (30 mL, 390 mmol) and cooled to 0° C. Fresh POCl3 (70 mL, 750 mmol) was added drop wise with stirring. Once the addition was completed the dark mixture was warmed to 75° C. for five hours or until TLC analysis indicated the disappearance of the starting material. The excess phosphorous oxychloride was distilled off and the entire mixture was diluted with ethyl acetate and added slowly to 500 mL of ice-ch...